From a dataset of the Open Reaction Database (ORD), a public repository of structured organic reaction records. describe an organic reaction: reactants, conditions, products, and yield Starting materials: C(CCC)[Li] (n-Butyllithium), C(C)C(CC)(C1=CC(=C(C=C1)C#C)C)C1=CC(=C(C=C1)O)C (4-[1-ethyl-1-(4-ethynyl-3-methyl-phenyl)-propyl]-2-methyl-phenol), O=C1CCSCC1 (4-oxothiane), [Cl-].[NH4+] (ammonium chloride). Run in O1CCCC1 (tetrahydrofuran), O1CCCC1 (tetrahydrofuran). Run at temperature 0 celsius, time 30 minute. Product: C(C)C(CC)(C1=CC(=C(C=C1)O)C)C1=CC(=C(C=C1)C#CC1(CCSCC1)O)C (4-{4-[1-ethyl-1-(4-hydroxy-3-methyl-phenyl)-propyl]-2-methyl-phenylethynyl}-tetrahydro-thiopyran-4-ol). The yield is 74.9%. RXN SMILES: C([Li])CCC.[CH2:6]([C:8]([C:20]1[CH:25]=[CH:24][C:23]([OH:26])=[C:22]([CH3:27])[CH:21]=1)([C:11]1[CH:16]=[CH:15][C:14]([C:17]#[CH:18])=[C:13]([CH3:19])[CH:12]=1)[CH2:9][CH3:10])[CH3:7].[O:28]=[C:29]1[CH2:34][CH2:33][S:32][CH2:31][CH2:30]1.[Cl-].[NH4+]>O1CCCC1>[CH2:6]([C:8]([C:11]1[CH:16]=[CH:15][C:14]([C:17]#[C:18][C:29]2([OH:28])[CH2:34][CH2:33][S:32][CH2:31][CH2:30]2)=[C:13]([CH3:19])[CH:12]=1)([C:20]1[CH:25]=[CH:24][C:23]([OH:26])=[C:22]([CH3:27])[CH:21]=1)[CH2:9][CH3:10])[CH3:7] |f:3.4|. Procedure: n-Butyllithium (2.71 M solution in hexane, 2.8 mL, 7.6 mmol) was added to a solution of 4-[1-ethyl-1-(4-ethynyl-3-methyl-phenyl)-propyl]-2-methyl-phenol (Example 1-(3); 1 g, 3.4 mmol) in tetrahydrofuran (17 mL) in a nitrogen atmosphere at 0° C. Then, a solution of 4-oxothiane (0.4 g, 3.4 mmol) in tetrahydrofuran (2 mL) was added to the reaction mixture, which was further stirred at 0° C. for 30 minutes. The reaction mixture was then poured into a saturated aqueous ammonium chloride solution, fol...